Dataset: the Open Reaction Database (ORD), a public repository of structured organic reaction records. Task: describe an organic reaction: reactants, conditions, products, and yield The reactants are ClC1=NC2=CC=C(C=C2C(=C1)C)C#CC1=NC=C(C=C1)C1=CC=C(C=C1)Cl (2-chloro-6-[5-(4-chlorophenyl)pyridin-2-ylethynyl]-4-methylquinoline), BrC1=NC2=CC=C(C=C2C(=C1)C)C#CC1=NC=C(C=C1)C1=CC=C(C=C1)Cl (2-bromo-6-[5-(4-chlorophenyl)pyridin-2-ylethynyl]-4-methylquinoline), amines. The solvent is CN1CCCC1=O (NMP), CN(C)C=O (DMF). Product: ClC1=CC=C(C=C1)C=1C=CC(=NC1)C#CC=1C=C2C(=CC(=NC2=CC1)CN)C ({6-[5-(4-chlorophenyl)pyridin-2-ylethynyl]-4-methylquinolin-2-yl} methylamine). RXN SMILES: Cl[C:2]1C=C(C)C2C(=CC=C(C#CC3C=CC(C4C=CC(Cl)=CC=4)=CN=3)C=2)[N:3]=1.Br[C:29]1[CH:38]=[C:37]([CH3:39])[C:36]2[C:31](=[CH:32][CH:33]=[C:34]([C:40]#[C:41][C:42]3[CH:47]=[CH:46][C:45]([C:48]4[CH:53]=[CH:52][C:51]([Cl:54])=[CH:50][CH:49]=4)=[CH:44][N:43]=3)[CH:35]=2)[N:30]=1>CN1C(=O)CCC1.CN(C=O)C>[Cl:54][C:51]1[CH:52]=[CH:53][C:48]([C:45]2[CH:46]=[CH:47][C:42]([C:41]#[C:40][C:34]3[CH:35]=[C:36]4[C:31](=[CH:32][CH:33]=3)[N:30]=[C:29]([CH2:2][NH2:3])[CH:38]=[C:37]4[CH3:39])=[N:43][CH:44]=2)=[CH:49][CH:50]=1. Procedure details: Analogously to Example 1k, the following Examples may be prepared starting from 2-chloro-6-[5-(4-chlorophenyl)pyridin-2-ylethynyl]-4-methylquinoline (Example 1h) or 2-bromo-6-[5-(4-chlorophenyl)pyridin-2-ylethynyl]-4-methylquinoline (Example 1i) and the corresponding amines: Examples 1.8-1.9, 1.11, 1.15-1.21, 1.23 and 1.28 were prepared by heating in NMP in the microwave (300 W, 190° C.; 30-60 min); Example 1.13 was prepared by heating in DMF in the microwave (150 W, 170° C.; 10 min); and Exampl... The reactants are CC1(C)Cc2cc(C(=O)O)ccc2NC1c1ccc(N2CCOCC2)cc1, CN(C)c1ccncc1, NS(=O)(=O)C1CC1, ClCCl. Product: CC1(C)Cc2cc(C(=O)NS(=O)(=O)C3CC3)ccc2NC1c1ccc(N2CCOCC2)cc1. Reaction SMILES: [CH3:1][C:2]1([CH3:27])[CH:3]([c:15]2[cH:16][cH:17][c:18]([N:21]3[CH2:22][CH2:23][O:24][CH2:25][CH2:26]3)[cH:19][cH:20]2)[NH:4][c:5]2[cH:6][cH:7][c:8]([C:12](=[O:13])[OH:14])[cH:9][c:10]2[CH2:11]1.[CH3:35][N:36]([CH3:37])[c:38]1[cH:39][cH:40][n:41][cH:42][cH:43]1.[CH:28]1([S:31](=[O:32])(=[O:33])[NH2:34])[CH2:29][CH2:30]1.[Cl:44][CH2:45][Cl:46]>>[CH3:1][C:2]1([CH3:27])[CH:3]([c:15]2[cH:16][cH:17][c:18]([N:21]3[CH2:22][CH2:23][O:24][CH2:25][CH2:26]3)[cH:19][cH:20]2)[NH:4][c:5]2[cH:6][cH:7][c:8]([C:12](=[O:13])[NH:34][S:31]([CH:28]3[CH2:29][CH2:30]3)(=[O:32])=[O:33])[cH:9][c:10]2[CH2:11]1. The reactants are ClC=1C=C(C=C(C1)Cl)C1(CC(=NO1)C1=CC(=C(C(=O)NC2CSC2)C=C1)[N+](=O)[O-])C(F)(F)F (4-[5-(3,5-dichlorophenyl)-5-trifluoromethyl-4H-isoxazol-3-yl]-2-nitro-N-(thietan-3-yl)benzamide). Reagents/catalysts: [Fe] (iron). Solvent: C(C)(C)O (isopropanol), C(C)(=O)O (acetic acid). Run at temperature 70 celsius. Yields the product ClC=1C=C(C=C(C1)Cl)C1(CC(=NO1)C1=CC(=C(C(=O)NC2CSC2)C=C1)N)C(F)(F)F (4-[5-(3,5-dichlorophenyl)-5-trifluoromethyl-4H-isoxazol-3-yl]-2-amino-N-(thietan-3-yl)benzamide). Isolated yield 43.7%. RXN SMILES: [Cl:1][C:2]1[CH:3]=[C:4]([C:9]2([C:30]([F:33])([F:32])[F:31])[O:13][N:12]=[C:11]([C:14]3[CH:26]=[CH:25][C:17]([C:18]([NH:20][CH:21]4[CH2:24][S:23][CH2:22]4)=[O:19])=[C:16]([N+:27]([O-])=O)[CH:15]=3)[CH2:10]2)[CH:5]=[C:6]([Cl:8])[CH:7]=1>C(O)(C)C.C(O)(=O)C.[Fe]>[Cl:1][C:2]1[CH:3]=[C:4]([C:9]2([C:30]([F:31])([F:33])[F:32])[O:13][N:12]=[C:11]([C:14]3[CH:26]=[CH:25][C:17]([C:18]([NH:20][CH:21]4[CH2:22][S:23][CH2:24]4)=[O:19])=[C:16]([NH2:27])[CH:15]=3)[CH2:10]2)[CH:5]=[C:6]([Cl:8])[CH:7]=1. Procedure details: A suspension of 4-[5-(3,5-dichlorophenyl)-5-trifluoromethyl-4H-isoxazol-3-yl]-2-nitro-N-(thietan-3-yl)benzamide (40 mg, 0.07 mmol) and iron powder (26 mg) in isopropanol (10 ml) and acetic acid (1 ml) was heated at 70° C. for 3 hours. Isopropanol was evaporated and the residue was treated with water (10 ml) and extracted with dichloromethane (25 ml). The combined organic layers were dried over sodium sulfate, concentrated, and purified by column chromatography (hexane/ethyl acetate as eluent) to...